Task: describe an organic reaction: reactants, conditions, products, and yield. Dataset: the Open Reaction Database (ORD), a public repository of structured organic reaction records Starting materials: Cl(=O)[O-].[Na+] (sodium chlorite), C(=O)C1=CC=C(C(=C1C(=O)OCC)OC)OC (ethyl 6-formyl-2,3-dimethoxybenzoate), P(=O)(O)(O)[O-].[Na+] (sodium dihydrogen phosphate), CC(C)=CC (2-methyl-2-butene). The solvent is O (water), C(C)(C)(C)O (t-butanol), O1CCCC1 (tetrahydrofuran), O (water). Run at time 1 hour. The product is C(C)OC(=O)C1=C(C(=O)O)C=CC(=C1OC)OC (2-(ethoxycarbonyl)-3,4-dimethoxybenzoic acid). Isolated yield 80.6%. As a reaction SMILES: [CH:1]([C:3]1[C:8]([C:9]([O:11][CH2:12][CH3:13])=[O:10])=[C:7]([O:14][CH3:15])[C:6]([O:16][CH3:17])=[CH:5][CH:4]=1)=[O:2].P([O-])(O)(O)=[O:19].[Na+].CC(=CC)C.Cl([O-])=O.[Na+]>C(O)(C)(C)C.O1CCCC1.O>[CH2:12]([O:11][C:9]([C:8]1[C:7]([O:14][CH3:15])=[C:6]([O:16][CH3:17])[CH:5]=[CH:4][C:3]=1[C:1]([OH:19])=[O:2])=[O:10])[CH3:13] |f:1.2,4.5|. Procedure details: A solution of ethyl 6-formyl-2,3-dimethoxybenzoate (5.24 g, 22 mmol), sodium dihydrogen phosphate (3.60 g, 30 mmol) and 2-methyl-2-butene (10.3 ml, 96.8 mmol) in t-butanol (20 ml), tetrahydrofuran (20 ml) and water (20 ml) was stirred at room temperature for 10 min. To the obtained mixture was added sodium chlorite (6.76 g, 74.8 mmol) and the mixture was stirred at room temperature for 1 h. The reaction mixture was poured into water and extracted with ethyl acetate. The extract was washed with b... Starting materials: NC[C@@H]1[C@H]2C[C@H]2CN1C(=O)C=1N=C(SC1C=1C=C(C=CC1)C)C (((1S,2S,5R)-2-Aminomethyl-3-aza-bicyclo[3.1.0]hex-3-yl)-(2-methyl-5-m-tolyl-thiazol-4-yl)-methanone), CCN(C(C)C)C(C)C (DIPEA), ClC=1SC=2C(N1)=C(C=CC2)C(=O)Cl (2-Chloro-benzothiazole-4-carbonyl chloride). Run in CC#N (MeCN). Run at time 30 minute. The product is CC=1SC(=C(N1)C(=O)N1[C@@H]([C@H]2C[C@H]2C1)CNC(=O)C=1C=CC=C2C1N=C(S2)Cl)C=2C=C(C=CC2)C (2-Chloro-benzothiazole-4-carboxylic Acid[(1S,2S,5R)-3-(2-methyl-5-m-tolyl-thiazole-4-carbonyl)-3-aza-bicyclo[3.1.0]hex-2-ylmethyl]-amide). As a reaction SMILES: [NH2:1][CH2:2][C@H:3]1[N:8]([C:9]([C:11]2[N:12]=[C:13]([CH3:23])[S:14][C:15]=2[C:16]2[CH:17]=[C:18]([CH3:22])[CH:19]=[CH:20][CH:21]=2)=[O:10])[CH2:7][C@H:6]2[C@@H:4]1[CH2:5]2.CCN(C(C)C)C(C)C.[Cl:33][C:34]1[S:35][C:36]2[C:37](=[C:39]([C:43](Cl)=[O:44])[CH:40]=[CH:41][CH:42]=2)[N:38]=1>CC#N>[CH3:23][C:13]1[S:14][C:15]([C:16]2[CH:17]=[C:18]([CH3:22])[CH:19]=[CH:20][CH:21]=2)=[C:11]([C:9]([N:8]2[CH2:7][C@H:6]3[C@H:4]([CH2:5]3)[C@H:3]2[CH2:2][NH:1][C:43]([C:39]2[CH:40]=[CH:41][CH:42]=[C:36]3[S:35][C:34]([Cl:33])=[N:38][C:37]=23)=[O:44])=[O:10])[N:12]=1. Procedure: A solution of ((1S,2S,5R)-2-Aminomethyl-3-aza-bicyclo[3.1.0]hex-3-yl)-(2-methyl-5-m-tolyl-thiazol-4-yl)-methanone (0.24 mmol) in MeCN (1.0 mL) is treated successively with DIPEA (0.49 mmol) and 2-Chloro-benzothiazole-4-carbonyl chloride (0.24 mmol; U.S. Pat. No. 3,654,296). The mixture is stirred for 30 min and purified by prep. HPLC to give the desired amide. LC-MS: tR=1.03 min; [M+H]+=523.0. Reactants: C(CCC)NN1C(C(=C(C2=CC=CC=C12)O)C1=NS(C2=C(N1)C=CC(=C2)O)(=O)=O)=O (1-(butylamino)-4-hydroxy-3-(7-hydroxy-1,1-dioxido-4H-1,2,4-benzothiadiazin-3-yl)quinolin-2(1H)-one), C([O-])([O-])=O.[Cs+].[Cs+] (cesium carbonate), BrCC(=O)N (2-bromoacetamide). Reagents/catalysts: [I-].C(CCC)[N+](CCCC)(CCCC)CCCC (tetrabuylammonium iodide). Solvent: CN(C=O)C (N,N-dimethylformamide). Conditions: temperature 165 celsius. Yields the product C(CCC)NN1C(C(=C(C2=CC=CC=C12)O)C1=NS(C2=C(N1)C=CC(=C2)OCC(=O)N)(=O)=O)=O (2-({3-[1-(butylamino)-4-hydroxy-2-oxo-1,2-dihydroquinolin-3-yl]-1,1-dioxido-4H-1,2,4-benzothiadiazin-7-yl}oxy)acetamide). The yield is 94.9%. Reaction SMILES: [CH2:1]([NH:5][N:6]1[C:15]2[C:10](=[CH:11][CH:12]=[CH:13][CH:14]=2)[C:9]([OH:16])=[C:8]([C:17]2[NH:22][C:21]3[CH:23]=[CH:24][C:25]([OH:27])=[CH:26][C:20]=3[S:19](=[O:29])(=[O:28])[N:18]=2)[C:7]1=[O:30])[CH2:2][CH2:3][CH3:4].C(=O)([O-])[O-].[Cs+].[Cs+].Br[CH2:38][C:39]([NH2:41])=[O:40]>[I-].C([N+](CCCC)(CCCC)CCCC)CCC.CN(C)C=O>[CH2:1]([NH:5][N:6]1[C:15]2[C:10](=[CH:11][CH:12]=[CH:13][CH:14]=2)[C:9]([OH:16])=[C:8]([C:17]2[NH:22][C:21]3[CH:23]=[CH:24][C:25]([O:27][CH2:38][C:39]([NH2:41])=[O:40])=[CH:26][C:20]=3[S:19](=[O:28])(=[O:29])[N:18]=2)[C:7]1=[O:30])[CH2:2][CH2:3][CH3:4] |f:1.2.3,5.6|. Procedure: The product of Example 322C (0.038 g, 0.089 mmol) was reacted with cesium carbonate (0.087 g, 0.27 mmol), 2-bromoacetamide (0.018 g, 0.13 mmol) and a catalytic amount of tetrabuylammonium iodide in N,N-dimethylformamide (3 mL) at 25° C. for 2 hours. The reaction was concentrated to half the volume under a stream of nitrogen warmed through a manifold heated to 165° C. The resulting solution was diluted with water and the precipitate was collected by filtration and dried to give the title compound... Reactants: C(CC)N1C(=CC=C1)CC1=CC(=CC=C1)NC(=O)N (1-Propyl-2-(3'-ureidobenzyl)pyrrole), Cl (hydrochloric acid), 5D, solution. The solvent is O (water), CO (methanol). Conditions: time 1 hour. The product is C(CC)N1C(CCC1)CC1=CC(=CC=C1)NC(=O)N (1-propyl-2-(3'-ureidobenzyl)pyrrolidine). Isolated yield 54.7%. RXN SMILES: [CH2:1]([N:4]1[CH:8]=[CH:7][CH:6]=[C:5]1[CH2:9][C:10]1[CH:15]=[CH:14][CH:13]=[C:12]([NH:16][C:17]([NH2:19])=[O:18])[CH:11]=1)[CH2:2][CH3:3].Cl>O.CO>[CH2:1]([N:4]1[CH2:8][CH2:7][CH2:6][CH:5]1[CH2:9][C:10]1[CH:15]=[CH:14][CH:13]=[C:12]([NH:16][C:17]([NH2:19])=[O:18])[CH:11]=1)[CH2:2][CH3:3]. Reported procedure: 1-Propyl-2-(3'-ureidobenzyl)pyrrole 2 g (7.7 mmol), prepared, for example, as described in Preparation 5D, was suspended in 80 ml of water and 20 ml of a 1.044M solution of hydrochloric acid (20 mmol) in methanol. This suspension was hydrogenated at 45 p.s.i. in the presence of 1.45 g of 5% rodium on activated alumina as catalyst, for 1 hour. The catalyst was then separated by filtration and the filtrate evaporated in vacuo. The aqueous residue was treated with ammonium hydroxide until an alkali...